This data is from the Open Reaction Database (ORD), a public repository of structured organic reaction records. The task is: describe an organic reaction: reactants, conditions, products, and yield Starting materials: OC1=CC=C(C=C1)C=1NC=C(N1)C=1SC=CC1 (2-(p-hydroxyphenyl)-4-(2-thienyl)imidazole), [H-].[Na+] (sodium hydride), O (H2O), CS(=O)(=O)O.CC1(OCC(O1)CO)C (2,2-dimethyl-4-(hydroxymethyl)-1,3-dioxolane methanesulfonate), ( I ). Run in CN(C=O)C (dimethylformamide), CN(C=O)C (dimethylformamide), CN(C=O)C (dimethylformamide). Run at temperature 80 celsius, time 0.5 hour. Product: [CH2-]C(=O)C.S1C(=CC=C1)C=1N=C(NC1)C1=CC=C(OCC(CO)O)C=C1 (3-[p-[4-(2-Thienyl)-2-imidazolyl]phenoxy]-1,2-propanediol Acetonide). As a reaction SMILES: [OH:1][C:2]1[CH:7]=[CH:6][C:5]([C:8]2[NH:9][CH:10]=[C:11]([C:13]3[S:14][CH:15]=[CH:16][CH:17]=3)[N:12]=2)=[CH:4][CH:3]=1.[H-].[Na+].CS(O)(=O)=O.[CH3:25][C:26]1([CH3:33])[O:30][CH:29]([CH2:31][OH:32])[CH2:28][O:27]1.O>CN(C)C=O>[CH2-:3][C:2]([CH3:7])=[O:1].[S:14]1[CH:15]=[CH:16][CH:17]=[C:13]1[C:11]1[N:12]=[C:8]([C:5]2[CH:6]=[CH:33][C:26]([O:27][CH2:28][CH:29]([OH:30])[CH2:31][OH:32])=[CH:25][CH:4]=2)[NH:9][CH:10]=1 |f:1.2,3.4,7.8|. Procedure: A solution of 2-(p-hydroxyphenyl)-4-(2-thienyl)imidazole (19.5 g, 0.08 m) in dimethylformamide (65 ml) is added to a stirred suspension of sodium hydride (4.8 g, 0.10 m, 50% dispersion in mineral oil) in dimethylformamide (20 ml) at 80° C. After stirring at 80° C. for 0.5 hours, a solution of 2,2-dimethyl-4-(hydroxymethyl)-1,3-dioxolane methanesulfonate, (I) (16.82 g, 0.08 m) in dimethylformamide (20 ml) is added rapidly and the mixture is stirred under nitrogen at 80° C. for 17 hours. The react... Starting materials: CC(=O)O, CC(=O)[O-], Nc1cc(Cl)ccc1[N+](=O)[O-], ClI, [Na+]. The product is Nc1cc(Cl)c(I)cc1[N+](=O)[O-]. As a reaction SMILES: [C:14]([OH:15])(=[O:16])[CH3:17].[C:18]([O-:19])(=[O:20])[CH3:21].[Cl:1][c:2]1[cH:3][cH:4][c:5]([N+:9](=[O:10])[O-:11])[c:6]([NH2:7])[cH:8]1.[I:12][Cl:13].[Na+:22]>>[Cl:1][c:2]1[c:3]([I:12])[cH:4][c:5]([N+:9](=[O:10])[O-:11])[c:6]([NH2:7])[cH:8]1. Reactants: Cl.CN(CCCN=C=NCC)C (1-(3-Dimethylaminopropyl)-3-ethyl carbodiimide hydrochloride), ON1N=NC2=C1C=CC=C2 (1-hydroxybenzotriazole), CN1C2=C(N(C(C(C1=O)(C)C)=O)C)C=C(C=C2)OCCCN(CC2=CC=NC=C2)CCNC (1,3,3,5-tetramethyl-7-{3-[(2-methylaminoethyl)pyridin-4-ylmethylamino]propoxy}-1,5-dihydrobenzo[b][1,4]diazepine-2,4-dione), C(C1=CC=CC=C1)(=O)O (benzoic acid). Run in CN(C)C=O (DMF), C(C)(=O)OCC (ethyl acetate), O (Water). Run at time 8 hour. Product: Cl.Cl.CN(C(C1=CC=CC=C1)=O)CCN(CCCOC1=CC2=C(N(C(C(C(N2C)=O)(C)C)=O)C)C=C1)CC1=CC=NC=C1 (N-methyl-N-(2-{pyridin-4-ylmethyl-[3-(1,3,3,5-tetramethyl-2,4-dioxo-2,3,4,5-tetrahydro-1H-benzo[b][1,4]diazepin-7-yloxy)propyl]amino}ethyl)benzamide dihydrochloride). The yield is 51.0%. As a reaction SMILES: [ClH:1].CN(C)CCCN=C=NCC.ON1C2C=CC=CC=2N=N1.[CH3:23][N:24]1[C:30](=[O:31])[C:29]([CH3:33])([CH3:32])[C:28](=[O:34])[N:27]([CH3:35])[C:26]2[CH:36]=[C:37]([O:40][CH2:41][CH2:42][CH2:43][N:44]([CH2:52][CH2:53][NH:54][CH3:55])[CH2:45][C:46]3[CH:51]=[CH:50][N:49]=[CH:48][CH:47]=3)[CH:38]=[CH:39][C:25]1=2.[C:56](O)(=[O:63])[C:57]1[CH:62]=[CH:61][CH:60]=[CH:59][CH:58]=1>C(OCC)(=O)C.O.CN(C=O)C>[ClH:1].[ClH:1].[CH3:55][N:54]([CH2:53][CH2:52][N:44]([CH2:45][C:46]1[CH:47]=[CH:48][N:49]=[CH:50][CH:51]=1)[CH2:43][CH2:42][CH2:41][O:40][C:37]1[CH:38]=[CH:39][C:25]2[N:24]([CH3:23])[C:30](=[O:31])[C:29]([CH3:32])([CH3:33])[C:28](=[O:34])[N:27]([CH3:35])[C:26]=2[CH:36]=1)[C:56](=[O:63])[C:57]1[CH:62]=[CH:61][CH:60]=[CH:59][CH:58]=1 |f:0.1,8.9.10|. Procedure details: 1-(3-Dimethylaminopropyl)-3-ethyl carbodiimide hydrochloride (WSC) (144 mg, 0.75 mmol) and 1-hydroxybenzotriazole (HOBt) (115 mg, 0.75 mmol) were added to a DMF solution (5 ml) of 1,3,3,5-tetramethyl-7-{3-[(2-methylaminoethyl)pyridin-4-ylmethylamino]propoxy}-1,5-dihydrobenzo[b][1,4]diazepine-2,4-dione (227 mg, 0.5 mmol) and benzoic acid (92 mg, 0.75 mmol), and stirred at room temperature overnight. Water was added to the reaction mixture, and extraction with ethyl acetate was performed. The orga... The reactants are CC[Si](CC)(CC)c1[nH]c2ccc(C#N)cc2c1CCNC(=O)c1cc(Cc2cc(F)ccc2F)on1, O=C(O)C(F)(F)F. The product is N#Cc1ccc2[nH]cc(CCNC(=O)c3cc(Cc4cc(F)ccc4F)on3)c2c1. As a reaction SMILES: [C:1](#[N:2])[c:3]1[cH:4][c:5]2[c:6]([CH2:19][CH2:20][NH:21][C:22](=[O:23])[c:24]3[n:25][o:26][c:27]([CH2:29][c:30]4[c:31]([F:37])[cH:32][cH:33][c:34]([F:36])[cH:35]4)[cH:28]3)[c:7]([Si:12]([CH2:13][CH3:14])([CH2:15][CH3:16])[CH2:17][CH3:18])[nH:8][c:9]2[cH:10][cH:11]1.[OH:38][C:39]([C:40]([F:41])([F:42])[F:43])=[O:44]>>[C:1](#[N:2])[c:3]1[cH:4][c:5]2[c:6]([CH2:19][CH2:20][NH:21][C:22](=[O:23])[c:24]3[n:25][o:26][c:27]([CH2:29][c:30]4[c:31]([F:37])[cH:32][cH:33][c:34]([F:36])[cH:35]4)[cH:28]3)[cH:7][nH:8][c:9]2[cH:10][cH:11]1. The product is Br.OC1=CC2=C(N(C=N2)C2=CC=CC=C2)C=C1C(=O)O (5-Hydroxy-1-phenylbenzimidazole-6-carboxylic acid hydrobromide). Reactants: Cl.COC1=CC2=C(N(C=N2)C2=CC=CC=C2)C=C1C(=O)O (5-methoxy-1-phenylbenzimidazole-6-carboxylic acid hydrochloride), solution, Br (HBr). The solvent is C(C)(=O)O (acetic acid). Reported procedure: A solution of 5-methoxy-1-phenylbenzimidazole-6-carboxylic acid hydrochloride (0.60 g, 2.24 mmol) in a 33% solution of HBr in glacial acetic acid (50 mL) was refluxed for 30 hours. After cooling to room temperature, the resulting precipitate of the hydrobromide salt of Example 52 was filtered off (0.51 g, 68%): mp 288-290° C. (dec.). As a reaction SMILES: Cl.C[O:3][C:4]1[C:18]([C:19]([OH:21])=[O:20])=[CH:17][C:7]2[N:8]([C:11]3[CH:16]=[CH:15][CH:14]=[CH:13][CH:12]=3)[CH:9]=[N:10][C:6]=2[CH:5]=1.[BrH:22]>C(O)(=O)C>[BrH:22].[OH:3][C:4]1[C:18]([C:19]([OH:21])=[O:20])=[CH:17][C:7]2[N:8]([C:11]3[CH:12]=[CH:13][CH:14]=[CH:15][CH:16]=3)[CH:9]=[N:10][C:6]=2[CH:5]=1 |f:0.1,4.5|. Starting materials: 1E, BrC1=C2C(C(N(C2=CC=C1)CCCCC)=O)C1=CC2=C(OCO2)C=C1O (4-bromo-3-(6-hydroxy-1,3-benzodioxol-5-yl)-1-pentyl-1,3-dihydro-2H-indol-2-one), ClC=1C(=CC(=C(C1)C1C(N(C2=CC=CC=C12)CCCCC)=O)O)F (3-(5-chloro-4-fluoro-2-hydroxyphenyl)-1-pentyl-1,3-dihydro-2H-indol-2-one). Product: ClC=1C(=CC(=C(C1)C1(C(N(C2=CC=CC=C12)CCCCC)=O)CO)O)F (3-(5-chloro-4-fluoro-2-hydroxyphenyl)-3-(hydroxymethyl)-1-pentyl-1,3-dihydro-2H-indol-2-one). As a reaction SMILES: BrC1C=CC=C2C=1C(C1C(O)=CC3OCOC=3C=1)[C:5](=[O:16])N2CCCCC.[Cl:27][C:28]1[C:29]([F:50])=[CH:30][C:31]([OH:49])=[C:32]([CH:34]2[C:42]3[C:37](=[CH:38][CH:39]=[CH:40][CH:41]=3)[N:36]([CH2:43][CH2:44][CH2:45][CH2:46][CH3:47])[C:35]2=[O:48])[CH:33]=1>>[Cl:27][C:28]1[C:29]([F:50])=[CH:30][C:31]([OH:49])=[C:32]([C:34]2([CH2:5][OH:16])[C:42]3[C:37](=[CH:38][CH:39]=[CH:40][CH:41]=3)[N:36]([CH2:43][CH2:44][CH2:45][CH2:46][CH3:47])[C:35]2=[O:48])[CH:33]=1. Procedure details: Following the procedure as described in PREPARATION 1E, and making non-critical variations to replace 4-bromo-3-(6-hydroxy-1,3-benzodioxol-5-yl)-1-pentyl-1,3-dihydro-2H-indol-2-one with 3-(5-chloro-4-fluoro-2-hydroxyphenyl)-1-pentyl-1,3-dihydro-2H-indol-2-one, the title compound was obtained (46%): MS (ES+) m/z 360 (M−17), 400 (M+23).